This data is from the Open Reaction Database (ORD), a public repository of structured organic reaction records. The task is: describe an organic reaction: reactants, conditions, products, and yield Starting materials: ClC=1N=C(C2=C(N1)CN(C2)C)N2[C@H](COCC2)C ((S)-4-(2-chloro-6-methyl-6,7-dihydro-5H-pyrrolo[3,4-d]pyrimidin-4-yl)-3-methylmorpholine), C(C)NC(=O)NC1=CC(=C(C=C1)B1OC(C(O1)(C)C)(C)C)F (1-ethyl-3-(3-fluoro-4-(4,4,5,5-tetramethyl-1,3,2-dioxaborolan-2-yl)phenyl)urea), ClC=1N=C(C2=C(N1)CN(C2)C)N2[C@H](COCC2)C ((S)-4-(2-chloro-6-methyl-6,7-dihydro-5H-pyrrolo[3,4-d]pyrimidin-4-yl)-3-methylmorpholine), C(C)NC(=O)NC1=CC(=C(C=C1)B1OC(C(O1)(C)C)(C)C)F (1-ethyl-3-(3-fluoro-4-(4,4,5,5-tetramethyl-1,3,2-dioxaborolan-2-yl)phenyl)urea). Product: C(C)NC(=O)NC1=CC(=C(C=C1)C=1N=C(C2=C(N1)CN(C2)C)N2[C@H](COCC2)C)F ((S)-1-ethyl-3-(3-fluoro-4-(6-methyl-4-(3-methylmorpholino)-6,7-dihydro-5H-pyrrolo[3,4-d]pyrimidin-2-yl)phenyl)urea). Isolated yield 4.0%. Reaction SMILES: Cl[C:2]1[N:3]=[C:4]([N:12]2[CH2:17][CH2:16][O:15][CH2:14][C@@H:13]2[CH3:18])[C:5]2[CH2:10][N:9]([CH3:11])[CH2:8][C:6]=2[N:7]=1.[CH2:19]([NH:21][C:22]([NH:24][C:25]1[CH:30]=[CH:29][C:28](B2OC(C)(C)C(C)(C)O2)=[C:27]([F:40])[CH:26]=1)=[O:23])[CH3:20]>>[CH2:19]([NH:21][C:22]([NH:24][C:25]1[CH:30]=[CH:29][C:28]([C:2]2[N:3]=[C:4]([N:12]3[CH2:17][CH2:16][O:15][CH2:14][C@@H:13]3[CH3:18])[C:5]3[CH2:10][N:9]([CH3:11])[CH2:8][C:6]=3[N:7]=2)=[C:27]([F:40])[CH:26]=1)=[O:23])[CH3:20]. Reported procedure: Method as described for example 147 using (S)-4-(2-chloro-6-methyl-6,7-dihydro-5H-pyrrolo[3,4-d]pyrimidin-4-yl)-3-methylmorpholine (intermediate 12) and 1-ethyl-3-(3-fluoro-4-(4,4,5,5-tetramethyl-1,3,2-dioxaborolan-2-yl)phenyl)urea (intermediate 28) as starting materials. The crude reaction mixture was partitioned between EtOAc (25 ml) and water (25 ml). The organic layer was recovered, passed through a hydrophobic fit and the solvent removed in vacuo. Residue was then purified by prep. HPLC at ...